Task: describe an organic reaction: reactants, conditions, products, and yield. Dataset: the Open Reaction Database (ORD), a public repository of structured organic reaction records The reactants are C1=CC=C(C=C1)P(C2=CC=CC=C2)C3=CC=CC=C3 (Ph3P), OCC1=CC=C(C(=C1)C1=CC=CC=C1)C#N (5-Hydroxymethyl-biphenyl-2-carbonitrile), C(Br)(Br)(Br)Br (CBr4). Solvent: C1CCOC1 (THF). Reaction conditions: time 16 hour. Yields the product BrCC1=CC=C(C(=C1)C1=CC=CC=C1)C#N (5-Bromomethyl-biphenyl-2-carbonitrile). RXN SMILES: O[CH2:2][C:3]1[CH:8]=[C:7]([C:9]2[CH:14]=[CH:13][CH:12]=[CH:11][CH:10]=2)[C:6]([C:15]#[N:16])=[CH:5][CH:4]=1.C1C=CC(P(C2C=CC=CC=2)C2C=CC=CC=2)=CC=1.C(Br)(Br)(Br)[Br:37]>C1COCC1>[Br:37][CH2:2][C:3]1[CH:8]=[C:7]([C:9]2[CH:14]=[CH:13][CH:12]=[CH:11][CH:10]=2)[C:6]([C:15]#[N:16])=[CH:5][CH:4]=1. Procedure details: 5-Hydroxymethyl-biphenyl-2-carbonitrile from step 3 (1.3 g, 6.2 mmol) was dissolved in THF (31 ml) and treated with Ph3P (2.4 g, 9.3 mmol) followed by CBr4 (3 g, 9.3 mmol). The reaction was mixture stirred at room temp. for 16 hours. The solvent was removed in vacuo and the residue was purified by flash chromatography (10% EtOAc/Hexane) to yield the desired product. Reactants: CC(C)(C)OC(=O)N(Cc1cc([N+](=O)[O-])ccc1F)C(=O)OC(C)(C)C, CNCc1ccccc1. Yields the product CN(Cc1ccccc1)c1ccc([N+](=O)[O-])cc1CN(C(=O)OC(C)(C)C)C(=O)OC(C)(C)C. As a reaction SMILES: [C:1]([CH3:2])([CH3:3])([CH3:4])[O:5][C:6](=[O:7])[N:8]([CH2:9][c:10]1[c:11]([F:19])[cH:12][cH:13][c:14]([N+:16](=[O:17])[O-:18])[cH:15]1)[C:20](=[O:21])[O:22][C:23]([CH3:24])([CH3:25])[CH3:26].[CH3:27][NH:28][CH2:29][c:30]1[cH:31][cH:32][cH:33][cH:34][cH:35]1>>[C:1]([CH3:2])([CH3:3])([CH3:4])[O:5][C:6](=[O:7])[N:8]([CH2:9][c:10]1[c:11]([N:28]([CH3:27])[CH2:29][c:30]2[cH:31][cH:32][cH:33][cH:34][cH:35]2)[cH:12][cH:13][c:14]([N+:16](=[O:17])[O-:18])[cH:15]1)[C:20](=[O:21])[O:22][C:23]([CH3:24])([CH3:25])[CH3:26]. Starting materials: N1C=NC=C1 (imidazole), BrC1=CC=C2CC/C(/C2=C1)=N/O ((Z)-6-bromo-2,3-dihydro-1H-inden-1-one oxime), C(C)(C)[Si](C(C)C)(C(C)C)Cl (triisopropylsilyl chloride). The solvent is C(Cl)Cl (DCM), C(Cl)Cl (DCM). Reaction conditions: time 16 hour. Yields the product C(C)(C)[Si](O\N=C/1\CCC2=CC=C(C=C12)Br)(C(C)C)C(C)C ((Z)-6-bromo-2,3-dihydro-1H-inden-1-one O-triisopropylsilyl oxime). As a reaction SMILES: N1C=CN=C1.[Br:6][C:7]1[CH:15]=[C:14]2[C:10]([CH2:11][CH2:12]/[C:13]/2=[N:16]/[OH:17])=[CH:9][CH:8]=1.[CH:18]([Si:21](Cl)([CH:25]([CH3:27])[CH3:26])[CH:22]([CH3:24])[CH3:23])([CH3:20])[CH3:19]>C(Cl)Cl>[CH:18]([Si:21]([CH:25]([CH3:27])[CH3:26])([CH:22]([CH3:24])[CH3:23])[O:17]/[N:16]=[C:13]1/[CH2:12][CH2:11][C:10]2[C:14]/1=[CH:15][C:7]([Br:6])=[CH:8][CH:9]=2)([CH3:20])[CH3:19]. Reported procedure: A solution of imidazole (11 g, 162 mmol) in 100 mL of dry DCM was added dropwise to a solution of (Z)-6-bromo-2,3-dihydro-1H-inden-1-one oxime (1C) (18.2 g, 81 mmol) and triisopropylsilyl chloride (23.3 g, 121.5 mmol) in solution in 40 mL of dry DCM. The reaction mixture was stirred for 16 hours at rt. It was then filtered to remove the precipitate and the filtrate was concentrated under vacuum. The crude material was purified by column chromatography on silica gel to provide (Z)-6-bromo-2,3-dih... The solvent is C(C)O (ethanol). Reported procedure: To a solution of 11.5 g of metallic sodium dissolved in 250 ml of ethanol, 55 g of thiophenol was added, and then ethanol was distilled off. After adding 400 ml of formamide to the residue to form a uniform solution, the solution was immersed in an ice bath, and to the solution 119 g of ethyl (2-ethylthio2-methylpropionyl)acetate was gradually added. After the completion of the addition, the reaction mixture was removed from the ice bath and stirred for three hours. The reaction mixture was pour... Reaction SMILES: [Na].[C:2]1([SH:8])[CH:7]=[CH:6][CH:5]=[CH:4][CH:3]=1.C(S[C:12]([CH3:22])([CH3:21])[C:13]([CH2:15][C:16]([O:18][CH2:19][CH3:20])=[O:17])=[O:14])C>C(O)C>[C:2]1([S:8][C:12]([CH3:21])([CH3:22])[C:13]([CH2:15][C:16]([O:18][CH2:19][CH3:20])=[O:17])=[O:14])[CH:7]=[CH:6][CH:5]=[CH:4][CH:3]=1 |^1:0|. Reaction conditions: time 3 hour. The yield is 84.2%. The product is C1(=CC=CC=C1)SC(C(=O)CC(=O)OCC)(C)C (Ethyl (2-Phenylthio-2-methylpropionyl)acetate). The reactants are C1(=CC=CC=C1)S (thiophenol), [Na] (sodium), C(C)SC(C(=O)CC(=O)OCC)(C)C (ethyl (2-ethylthio2-methylpropionyl)acetate). Starting materials: c1cc2c3c(c1)C1CNCCC1N3CCSC2, O=[N+]([O-])c1cc(F)ccc1OCCCCl. The product is O=[N+]([O-])c1cc(F)ccc1OCCCN1CCC2C(C1)c1cccc3c1N2CCSC3. Reaction SMILES: [CH2:1]1[CH2:2][S:3][CH2:4][c:5]2[cH:6][cH:7][cH:8][c:9]3[c:13]2[N:12]1[CH:11]1[CH:10]3[CH2:17][NH:16][CH2:15][CH2:14]1.[Cl:18][CH2:19][CH2:20][CH2:21][O:22][c:23]1[c:24]([N+:30](=[O:31])[O-:32])[cH:25][c:26]([F:29])[cH:27][cH:28]1>>[CH2:1]1[CH2:2][S:3][CH2:4][c:5]2[cH:6][cH:7][cH:8][c:9]3[c:13]2[N:12]1[CH:11]1[CH:10]3[CH2:17][N:16]([CH2:19][CH2:20][CH2:21][O:22][c:23]2[c:24]([N+:30](=[O:31])[O-:32])[cH:25][c:26]([F:29])[cH:27][cH:28]2)[CH2:15][CH2:14]1.